describe an organic reaction: reactants, conditions, products, and yield From a dataset of the Open Reaction Database (ORD), a public repository of structured organic reaction records. The reactants are COC(C(CC)CNC(=O)C=1N=C(C2=CC(=CC=C2C1O)OC1=CC=CC=C1)C#N)=O (2-{[(1-Cyano-4-hydroxy-7-phenoxy-isoquinoline-3-carbonyl)-amino]-methyl}-butyric acid methyl ester). The solvent is CO (MeOH), [OH-].[Na+] (NaOH). Conditions: time 16 hour. Product: C(#N)C1=NC(=C(C2=CC=C(C=C12)OC1=CC=CC=C1)O)C(=O)NCC(C(=O)O)CC (2-((1-Cyano-4-hydroxy-7-phenoxyisoquinoline-3-carboxamido)methyl)butanoic acid). Reaction SMILES: C[O:2][C:3](=[O:31])[CH:4]([CH2:7][NH:8][C:9]([C:11]1[N:12]=[C:13]([C:29]#[N:30])[C:14]2[C:19]([C:20]=1[OH:21])=[CH:18][CH:17]=[C:16]([O:22][C:23]1[CH:28]=[CH:27][CH:26]=[CH:25][CH:24]=1)[CH:15]=2)=[O:10])[CH2:5][CH3:6]>CO.[OH-].[Na+]>[C:29]([C:13]1[C:14]2[C:19](=[CH:18][CH:17]=[C:16]([O:22][C:23]3[CH:24]=[CH:25][CH:26]=[CH:27][CH:28]=3)[CH:15]=2)[C:20]([OH:21])=[C:11]([C:9]([NH:8][CH2:7][CH:4]([CH2:5][CH3:6])[C:3]([OH:31])=[O:2])=[O:10])[N:12]=1)#[N:30] |f:2.3|. Reported procedure: 2-{[(1-Cyano-4-hydroxy-7-phenoxy-isoquinoline-3-carbonyl)-amino]-methyl}-butyric acid methyl ester (55 mg, 0.13 mmol) was dissolved in MeOH (3 mL) and 2 N NaOH (3 mL). After stirring for 16 hours at room temperature, the solvent was partially removed (until 3-4 mL left). H2O (15 mL) and 1 N hydrochloric acid were added until pH was 1. The resulting suspension was filtered. The solid was washed with H2O and dried to give the title compound in 35 mg. MS: (−) m/z 404.32 (M−1). Starting materials: [H-].[Na+] (sodium hydride), CC=1NC(N(C1)N=CC=1C=NC=CC1)=O (2,3-dihydro-4-methyl-2-oxo-1-pyrid-3-ylmethyleneamino-1H-imidazole), ClCC#N (chloroacetonitrile). Solvent: CN(C=O)C (N,N-dimethylformamide), CN(C=O)C (N,N-dimethylformamide). Conditions: time 30 minute. Product: C(#N)CN1C(N(C=C1C)N=CC=1C=NC=CC1)=O (3-Cyanomethyl-2,3-dihydro-4-methyl-2-oxo-1-pyrid-3-ylmethyleneamino-1H-imidazole). RXN SMILES: [H-].[Na+].[CH3:3][C:4]1[NH:5][C:6](=[O:17])[N:7]([N:9]=[CH:10][C:11]2[CH:12]=[N:13][CH:14]=[CH:15][CH:16]=2)[CH:8]=1.Cl[CH2:19][C:20]#[N:21]>CN(C)C=O>[C:20]([CH2:19][N:5]1[C:4]([CH3:3])=[CH:8][N:7]([N:9]=[CH:10][C:11]2[CH:12]=[N:13][CH:14]=[CH:15][CH:16]=2)[C:6]1=[O:17])#[N:21] |f:0.1|. Reported procedure: 0.72 g of sodium hydride are added to a suspension of 4.1 g of 2,3-dihydro-4-methyl-2-oxo-1-pyrid-3-ylmethyleneamino-1H-imidazole in 80 ml of N,N-dimethylformamide. The mixture is heated to 50°, treated with a solution of 1.89 g of chloroacetonitrile in 20 ml of N,N-dimethylformamide, and stirred for 30 minutes. The N,N-dimethylformamide is then removed on a rotary evaporator. In a mixer, the residue is mixed intimately with water. The crystals are filtered off, yielding the title compound melti... The reactants are C1CCC(=O)C(C1)C(=O)N (cyclohexanone-2-carboxamide), C(C1=CC=CC=C1)N (benzylamine), C1(=CC=CC=C1)C (toluene), 3A. Solvent: O (water). The product is C(C1=CC=CC=C1)NC1=C(C(=O)N)CCCC1 (2-Benzylamino-3,4,5,6-tetrahydrobenzamide). Reaction SMILES: [CH2:1]1[CH2:7][CH:6]([C:8]([NH2:10])=[O:9])[C:4](=O)[CH2:3][CH2:2]1.[CH2:11]([NH2:18])[C:12]1[CH:17]=[CH:16][CH:15]=[CH:14][CH:13]=1.C1(C)C=CC=CC=1>O>[CH2:11]([NH:18][C:4]1[CH2:3][CH2:2][CH2:1][CH2:7][C:6]=1[C:8]([NH2:10])=[O:9])[C:12]1[CH:17]=[CH:16][CH:15]=[CH:14][CH:13]=1. Procedure details: A mixture of cyclohexanone-2-carboxamide (U.S. Pat. No. 4,169,952 to du Pont de Nemours, (1979)) (10.0 g), benzylamine (8.4 g), toluene (35 mL) and molecular sieves (Union Carbide 3A, 2 g) was refluxed for 2 h in a Dean-Stark water separator. The reaction mixture was filtered, and the filtrate was evaporated. The residue was crystallized from light petroleum to give the title compound (16 g). Mp 73-74° C. Starting materials: O=C([O-])O, COc1cc(C(F)(F)F)cc(SC)c1C(=O)NC1COCCC12OCCO2, CCOC(C)=O, Cl, [Na+], C1CCOC1, C1COCCO1, O. Product: COc1cc(C(F)(F)F)cc(SC)c1C(=O)NC1COCCC1=O. Reaction SMILES: [C:29](=[O:30])([OH:31])[O-:32].[CH3:1][O:2][c:3]1[c:4]([C:5](=[O:6])[NH:7][CH:8]2[C:9]3([O:10][CH2:13][CH2:12][O:11]3)[CH2:14][CH2:15][O:16][CH2:17]2)[c:18]([S:26][CH3:27])[cH:19][c:20]([C:22]([F:23])([F:24])[F:25])[cH:21]1.[CH3:46][CH2:47][O:48][C:49](=[O:50])[CH3:51].[ClH:28].[Na+:33].[O:34]1[CH2:35][CH2:36][CH2:37][CH2:38]1.[O:39]1[CH2:40][CH2:41][O:42][CH2:43][CH2:44]1.[OH2:45]>>[CH3:1][O:2][c:3]1[c:4]([C:5](=[O:6])[NH:7][CH:8]2[C:9](=[O:10])[CH2:14][CH2:15][O:16][CH2:17]2)[c:18]([S:26][CH3:27])[cH:19][c:20]([C:22]([F:23])([F:24])[F:25])[cH:21]1. Reaction SMILES: [Al+3:2].[Br:5][CH2:6][CH2:7][CH2:8][CH2:9][CH2:10][C:11](=[O:12])[Cl:13].[Cl-:1].[Cl-:3].[Cl-:4].[ClH:15].[F:16][c:17]1[cH:18][cH:19][cH:20][c:21]([F:22])[cH:23]1.[OH2:14]>>[Br:5][CH2:6][CH2:7][CH2:8][CH2:9][CH2:10][C:11](=[O:12])[c:20]1[cH:19][cH:18][c:17]([F:16])[cH:23][c:21]1[F:22]. Yields the product O=C(CCCCCBr)c1ccc(F)cc1F. Starting materials: [Al+3], O=C(Cl)CCCCCBr, [Cl-], [Cl-], [Cl-], Cl, Fc1cccc(F)c1, O. The reactants are C1COCCN1, ClCCl, O=C(Cl)c1ccc2nc(C3CC3)n(Cc3ccccc3Cl)c2c1, Cl. The product is O=C(c1ccc2nc(C3CC3)n(Cc3ccccc3Cl)c2c1)N1CCOCC1. RXN SMILES: [CH2:25]1[CH2:26][O:27][CH2:28][CH2:29][NH:30]1.[CH2:31]([Cl:32])[Cl:33].[Cl:2][c:3]1[c:4]([CH2:5][n:6]2[c:7]([CH:18]3[CH2:19][CH2:20]3)[n:8][c:9]3[c:10]2[cH:11][c:12]([C:15](=[O:16])[Cl:17])[cH:13][cH:14]3)[cH:21][cH:22][cH:23][cH:24]1.[ClH:1]>>[Cl:2][c:3]1[c:4]([CH2:5][n:6]2[c:7]([CH:18]3[CH2:19][CH2:20]3)[n:8][c:9]3[c:10]2[cH:11][c:12]([C:15](=[O:16])[N:30]2[CH2:25][CH2:26][O:27][CH2:28][CH2:29]2)[cH:13][cH:14]3)[cH:21][cH:22][cH:23][cH:24]1. Starting materials: C(#N)C=1C=C(C(=O)O)C=C(C1)COC (3-cyano-5-methoxymethyl-benzoic acid), C([O-])([O-])=O.[Cs+].[Cs+] (cesium carbonate), C(C)I (ethyl iodide). The solvent is C(C)#N (acetonitrile). Yields the product C(#N)C=1C=C(C(=O)OCC)C=C(C1)COC (ethyl 3-cyano-5-methoxymethyl-benzoate). Yield: 85.6%. RXN SMILES: [C:1]([C:3]1[CH:4]=[C:5]([CH:9]=[C:10]([CH2:12][O:13][CH3:14])[CH:11]=1)[C:6]([OH:8])=[O:7])#[N:2].C(=O)([O-])[O-].[Cs+].[Cs+].[CH2:21](I)[CH3:22]>C(#N)C>[C:1]([C:3]1[CH:4]=[C:5]([CH:9]=[C:10]([CH2:12][O:13][CH3:14])[CH:11]=1)[C:6]([O:8][CH2:21][CH3:22])=[O:7])#[N:2] |f:1.2.3|. Reported procedure: To a solution of 3-cyano-5-methoxymethyl-benzoic acid (90 mg, 0.469 mmol) in acetonitrile (3 mL) was added cesium carbonate (199 mg, 0.1 mmol) and ethyl iodide (44 μL, 0.563 mmol), respectively. The reaction mixture was stirred at reflux for 4 h. Upon cooling to room temperature, the reaction mixture was filtered and the filtrated was concentrated in vacuo. The residue was taken up in ethyl acetate and washed with water, brine and dried over anhydrous sodium sulfate. The solid was then filtered ...